Dataset: the Open Reaction Database (ORD), a public repository of structured organic reaction records. Task: describe an organic reaction: reactants, conditions, products, and yield The product is CC(C)CN1C(=O)C2CC(c3ccc(N)cc3)(C2)C1=O. Starting materials: CC(C)CN1C(=O)C2CC(c3ccc([N+](=O)[O-])cc3)(C2)C1=O, CCO. RXN SMILES: [CH2:1]([CH:2]([CH3:3])[CH3:4])[N:5]1[C:6](=[O:22])[C:7]2([c:13]3[cH:14][cH:15][c:16]([N+:19]([O-:20])=[O:21])[cH:17][cH:18]3)[CH2:8][CH:9]([C:10]1=[O:11])[CH2:12]2.[CH3:23][CH2:24][OH:25]>>[CH2:1]([CH:2]([CH3:3])[CH3:4])[N:5]1[C:6](=[O:22])[C:7]2([c:13]3[cH:14][cH:15][c:16]([NH2:19])[cH:17][cH:18]3)[CH2:8][CH:9]([C:10]1=[O:11])[CH2:12]2. Reactants: CC(c1ccc(Br)cc1)N(CCC(O)c1ccc(F)cc1)C(=O)OC(C)(C)C, C1CCOC1, CCOC(C)=O, [H-], [Na+], O. Product: CC(c1ccc(Br)cc1)N1CCC(c2ccc(F)cc2)OC1=O. As a reaction SMILES: [Br:1][c:2]1[cH:3][cH:4][c:5]([CH:8]([CH3:9])[N:10]([C:11]([O:12][C:14]([CH3:15])([CH3:16])[CH3:21])=[O:17])[CH2:18][CH2:19][CH:20]([OH:13])[c:22]2[cH:23][cH:24][c:25]([F:28])[cH:26][cH:27]2)[cH:6][cH:7]1.[CH2:37]1[O:38][CH2:39][CH2:40][CH2:41]1.[CH3:31][CH2:32][O:33][C:34]([CH3:35])=[O:36].[H-:30].[Na+:29].[OH2:42]>>[Br:1][c:2]1[cH:3][cH:4][c:5]([CH:8]([CH3:9])[N:10]2[C:11](=[O:17])[O:12][CH:20]([c:22]3[cH:23][cH:24][c:25]([F:28])[cH:26][cH:27]3)[CH2:19][CH2:18]2)[cH:6][cH:7]1.